Task: describe an organic reaction: reactants, conditions, products, and yield. Dataset: the Open Reaction Database (ORD), a public repository of structured organic reaction records The reactants are BrC=C1CC=C(C=C1)C1=C(C(=O)OC)C=CC=C1 (Methyl 2-[4-(bromomethylene)phenyl]benzoate), C1(C=2C(C(N1)=O)=CC=CC2)=O (phthalimide), C([O-])([O-])=O.[K+].[K+] (potassium carbonate). The solvent is C(C)#N (acetonitrile). Product: C(=O)(OC)C1=C(C=CC=C1)C1=CC=C(CN2C(C=3C(C2=O)=CC=CC3)=O)C=C1 (N-[4-(2-Carbomethoxyphenyl)benzyl]phthalimide). Yield: 7.4%. Reaction SMILES: Br[CH:2]=[C:3]1[CH:8]=[CH:7][C:6]([C:9]2[CH:18]=[CH:17][CH:16]=[CH:15][C:10]=2[C:11]([O:13][CH3:14])=[O:12])=[CH:5][CH2:4]1.[C:19]1(=[O:29])[NH:23][C:22](=[O:24])[C:21]2=[CH:25][CH:26]=[CH:27][CH:28]=[C:20]12.C(=O)([O-])[O-].[K+].[K+]>C(#N)C>[C:11]([C:10]1[CH:15]=[CH:16][CH:17]=[CH:18][C:9]=1[C:6]1[CH:7]=[CH:8][C:3]([CH2:2][N:23]2[C:22](=[O:24])[C:21]3=[CH:25][CH:26]=[CH:27][CH:28]=[C:20]3[C:19]2=[O:29])=[CH:4][CH:5]=1)([O:13][CH3:14])=[O:12] |f:2.3.4|. Reported procedure: Methyl 2-[4-(bromomethylene)phenyl]benzoate (1.22 g, 0.04 mole), phthalimide (0.59 g, 0.04 mole), and potassium carbonate (0.55 g, 0.04 mole) are combined in 120 mL acetonitrile. The mixture is heated at reflux for 24 hours. At that time the mixture is filtered through celite and rotovapped to a residue. The residue is crystallized from ethyl acetate to afford 1.1 g (71%) of the title compound as a tan solid mp 148°-150° C. 1H NMR (CDCl3) 7.9-7.1 (12H, m); 4.92 (2H, s); 3.63 (3H, s). Mass Spec. ...